This data is from the Open Reaction Database (ORD), a public repository of structured organic reaction records. The task is: describe an organic reaction: reactants, conditions, products, and yield The solvent is CC(=O)N(C)C (DMA). The yield is 68.3%. Reaction conditions: temperature 80 celsius. Starting materials: ClC=1C(=C2C(=NC1)OCO2)NC2=NC=NC1=CC(=C(C=C21)OC)OCCCCl (4-(5-chloro-2,3-methylenedioxypyrid-4-ylamino)-7-(3-chloropropoxy)-6-methoxyquinazoline), C(C#C)N1CCNCC1 (1-prop-2-ynylpiperazine), [I-].[K+] (potassium iodide). Reported procedure: A mixture of 4-(5-chloro-2,3-methylenedioxypyrid-4-ylamino)-7-(3-chloropropoxy)-6-methoxyquinazoline (0.08 g), 1-prop-2-ynylpiperazine (0.047 g), potassium iodide (0.01 g) and DMA (2 ml) was stirred and heated to 80° C. for 3.5 hours. The solvent was evaporated and the residue was partitioned between methylene chloride and a saturated aqueous ammonium chloride solution. The organic phase was dried over magnesium sulphate and evaporated. The residue was purified by column chromatography on silica... The product is ClC=1C(=C2C(=NC1)OCO2)NC2=NC=NC1=CC(=C(C=C21)OC)OCCCN2CCN(CC2)CC#C (4-(5-chloro-2,3-methylenedioxypyrid-4-ylamino)-6-methoxy-7-[3-(4-prop-2-ynylpiperazin-1-yl)propoxy]quinazoline). RXN SMILES: [Cl:1][C:2]1[C:3]([NH:11][C:12]2[C:21]3[C:16](=[CH:17][C:18]([O:24][CH2:25][CH2:26][CH2:27]Cl)=[C:19]([O:22][CH3:23])[CH:20]=3)[N:15]=[CH:14][N:13]=2)=[C:4]2[O:10][CH2:9][O:8][C:5]2=[N:6][CH:7]=1.[CH2:29]([N:32]1[CH2:37][CH2:36][NH:35][CH2:34][CH2:33]1)[C:30]#[CH:31].[I-].[K+]>CC(N(C)C)=O>[Cl:1][C:2]1[C:3]([NH:11][C:12]2[C:21]3[C:16](=[CH:17][C:18]([O:24][CH2:25][CH2:26][CH2:27][N:35]4[CH2:36][CH2:37][N:32]([CH2:29][C:30]#[CH:31])[CH2:33][CH2:34]4)=[C:19]([O:22][CH3:23])[CH:20]=3)[N:15]=[CH:14][N:13]=2)=[C:4]2[O:10][CH2:9][O:8][C:5]2=[N:6][CH:7]=1 |f:2.3|. The reactants are C(C1=CC=CC=C1)OC1=C(C=C(C=C1)C1=C(C(=C2C(=N1)NN=C2C=2OC=CC2)C2=CC=C(C=C2)N2CCN(CC2)C(=O)OC(C)(C)C)C#N)C (tert-butyl 4-(4-(6-(4-(benzyloxy)-3-methylphenyl)-5-cyano-3-(furan-2-yl)-1H-pyrazolo[3,4-b]pyridine-4-yl)phenyl)piperazine-1-carboxylate), C1=CCC=CC1 (1,4-cyclohexadiene), C1=CCC=CC1 (1,4-cyclohexadiene), C1=CCC=CC1 (1,4-cyclohexadiene). Reagents/catalysts: [Pd] (Pd/C), [Pd] (Pd/C), [Pd] (Pd/C). The solvent is CO.C(Cl)Cl (MeOH CH2Cl2). Product: C(#N)C=1C(=C2C(=NC1C1=CC(=C(C=C1)O)C)NN=C2C=2OC=CC2)C2=CC=C(C=C2)N2CCN(CC2)C(=O)OC(C)(C)C (tert-butyl 4-(4-(5-cyano-3-(furan-2-yl)-6-(4-hydroxy-3-methylphenyl)-1H-pyrazolo[3,4-b]pyridine-4-yl)phenyl)piperazine-1-carboxylate). Yield: 49.9%. RXN SMILES: C([O:8][C:9]1[CH:14]=[CH:13][C:12]([C:15]2[N:20]=[C:19]3[NH:21][N:22]=[C:23]([C:24]4[O:25][CH:26]=[CH:27][CH:28]=4)[C:18]3=[C:17]([C:29]3[CH:34]=[CH:33][C:32]([N:35]4[CH2:40][CH2:39][N:38]([C:41]([O:43][C:44]([CH3:47])([CH3:46])[CH3:45])=[O:42])[CH2:37][CH2:36]4)=[CH:31][CH:30]=3)[C:16]=2[C:48]#[N:49])=[CH:11][C:10]=1[CH3:50])C1C=CC=CC=1.C1CC=CCC=1>[Pd].CO.C(Cl)Cl>[C:48]([C:16]1[C:17]([C:29]2[CH:30]=[CH:31][C:32]([N:35]3[CH2:36][CH2:37][N:38]([C:41]([O:43][C:44]([CH3:47])([CH3:46])[CH3:45])=[O:42])[CH2:39][CH2:40]3)=[CH:33][CH:34]=2)=[C:18]2[C:23]([C:24]3[O:25][CH:26]=[CH:27][CH:28]=3)=[N:22][NH:21][C:19]2=[N:20][C:15]=1[C:12]1[CH:13]=[CH:14][C:9]([OH:8])=[C:10]([CH3:50])[CH:11]=1)#[N:49] |f:3.4|. Reported procedure: To a solution of 2.12 g (3.2 mmol) of tert-butyl 4-(4-(6-(4-(benzyloxy)-3-methylphenyl)-5-cyano-3-(furan-2-yl)-1H-pyrazolo[3,4-b]pyridine-4-yl)phenyl)piperazine-1-carboxylate in a MeOH/CH2Cl2 mixture are added 0.41 g (0.38 mmol) of 10% Pd/C and 3 ml (2.57 g, 32.0 mmol) of 1,4-cyclohexadiene. The mixture is refluxed for 18 h, then 0.41 g (0.38 mmol) of 10% Pd/C and 3 ml (2.57 g, 32.0 mmol) of 1,4-cyclohexadiene are added, and the mixture is refluxed for an additional 24 h, 0.41 g (0.38 mmol) of 1... Starting materials: CCO, N#Cc1ccc(C=CC(=O)C2CC2)cc1. Yields the product N#Cc1ccc(CCC(=O)C2CC2)cc1. As a reaction SMILES: [CH3:16][CH2:17][OH:18].[CH:1]1([C:4](=[O:5])[CH:6]=[CH:7][c:8]2[cH:9][cH:10][c:11]([C:14]#[N:15])[cH:12][cH:13]2)[CH2:2][CH2:3]1>>[CH:1]1([C:4](=[O:5])[CH2:6][CH2:7][c:8]2[cH:9][cH:10][c:11]([C:14]#[N:15])[cH:12][cH:13]2)[CH2:2][CH2:3]1. Starting materials: FC(C1=C(CN2C(=NC3=C2C=C(C=C3)O)C3=CC(=CC=C3)C)C=CC=C1)(F)F (1-(2-trifluoromethylbenzyl)-2-(3-methylphenyl)-6-hydroxybenzimidazole), CN(C)CCCl (2-(N,N-dimethylamino)ethyl chloride). The product is FC(C1=C(CN2C(=NC3=C2C=C(C=C3)OCCN(C)C)C3=CC(=CC=C3)C)C=CC=C1)(F)F (1-(2-trifluoromethylbenzyl)-2-(3-methylphenyl)-6-[2-(N,N-dimethylamino)ethoxy]benzimidazole). As a reaction SMILES: [F:1][C:2]([F:28])([F:27])[C:3]1[CH:26]=[CH:25][CH:24]=[CH:23][C:4]=1[CH2:5][N:6]1[C:10]2[CH:11]=[C:12]([OH:15])[CH:13]=[CH:14][C:9]=2[N:8]=[C:7]1[C:16]1[CH:21]=[CH:20][CH:19]=[C:18]([CH3:22])[CH:17]=1.[CH3:29][N:30]([CH2:32][CH2:33]Cl)[CH3:31]>>[F:28][C:2]([F:1])([F:27])[C:3]1[CH:26]=[CH:25][CH:24]=[CH:23][C:4]=1[CH2:5][N:6]1[C:10]2[CH:11]=[C:12]([O:15][CH2:33][CH2:32][N:30]([CH3:31])[CH3:29])[CH:13]=[CH:14][C:9]=2[N:8]=[C:7]1[C:16]1[CH:21]=[CH:20][CH:19]=[C:18]([CH3:22])[CH:17]=1. Procedure details: The title compound was prepared essentially as described in Example 107 except that the compound of Example 120 was reacted with 2-(N,N-dimethylamino)ethyl chloride. mp 93° C., NMR, IR, MS 453. Starting materials: COC(CC(O)C1=CC(=CC=C1)OC)=O (Methylβ-(m-methoxyphenyl)-β-hydroxy-propionate), CI.[H-].[Na+] (methyl iodide sodium hydride). The product is COC(CC(OC)C1=CC(=CC=C1)OC)=O (methyl-β-(m-methoxyphenyl)-β-methoxy-propionate). Reaction SMILES: [CH3:1][O:2][C:3](=[O:15])[CH2:4][CH:5]([C:7]1[CH:12]=[CH:11][CH:10]=[C:9]([O:13][CH3:14])[CH:8]=1)[OH:6].[CH3:16]I.[H-].[Na+]>>[CH3:1][O:2][C:3](=[O:15])[CH2:4][CH:5]([C:7]1[CH:12]=[CH:11][CH:10]=[C:9]([O:13][CH3:14])[CH:8]=1)[O:6][CH3:16] |f:1.2.3|. Procedure details: Methylβ-(m-methoxyphenyl)-β-hydroxy-propionate was reacted with methyl iodide/sodium hydride to give methyl-β-(m-methoxyphenyl)-β-methoxy-propionate, which was then reduced with LiAlH4 in dry ether to give 3-(m-methoxyphenyl)-3-methoxy-propanol. This latter product was converted into 3-(m-methoxyphenyl)-3-methoxy-propanal by oxidation with pyridinium chlorochromate in dry dichloromethane. Reaction SMILES: [Br:1][C:2]1[CH:3]=[CH:4][C:5]2[NH:6][C:7]3[C:12]([C:13]=2[CH:14]=1)=[CH:11][CH:10]=[CH:9][CH:8]=3.[C:15](OC(=O)C)(=[O:17])[CH3:16]>OS(O)(=O)=O.C(Cl)(Cl)Cl>[Br:1][C:2]1[CH:3]=[CH:4][C:5]2[N:6]([C:15](=[O:17])[CH3:16])[C:7]3[C:12]([C:13]=2[CH:14]=1)=[CH:11][CH:10]=[CH:9][CH:8]=3. Procedure: A solution of 3-bromo-9H-carbazole (10.00 g, 40.6 mmol), acetic anhydride (8.30 g, 81 mmol) together with 2 drops of H2SO4 in chloroform (150 mL) was refluxed overnight. After cooling to room temperature, the solution was washed with water. Upon evaporation of the solvent, the crude product was purified by crystallization from hexane/DCM and hexane/EtOAc to yield 1-(3-bromo-9H-carbazol-9-yl)ethanone (6.1 g, 51% yield) as a light yellow solid. Yield: 52.1%. The reactants are BrC=1C=CC=2NC3=CC=CC=C3C2C1 (3-bromo-9H-carbazole), C(C)(=O)OC(C)=O (acetic anhydride). Reagents/catalysts: OS(=O)(=O)O (H2SO4). Solvent: C(Cl)(Cl)Cl (chloroform). Product: BrC=1C=CC=2N(C3=CC=CC=C3C2C1)C(C)=O (1-(3-bromo-9H-carbazol-9-yl)ethanone).